This data is from the Open Reaction Database (ORD), a public repository of structured organic reaction records. The task is: describe an organic reaction: reactants, conditions, products, and yield Reactants: C12C(C3CC(CC(C1)C3)C2)NC(=O)C=2C=NN(C2Cl)C (5-chloro-1-methyl-1H-pyrazole-4-carboxylic acid adamantan-2-ylamide), C(O)CN (ethanolamine). The product is C12C(C3CC(CC(C1)C3)C2)NC(=O)C=2C=NN(C2NCCO)C (5-(2-Hydroxy-ethylamino)-1-methyl-1H-pyrazole-4-carboxylic acid adamantan-2-ylamide). RXN SMILES: [CH:1]12[CH2:10][CH:5]3[CH2:6][CH:7]([CH2:9][CH:3]([CH2:4]3)[CH:2]1[NH:11][C:12]([C:14]1[CH:15]=[N:16][N:17]([CH3:20])[C:18]=1Cl)=[O:13])[CH2:8]2.[CH2:21]([CH2:23][NH2:24])[OH:22]>>[CH:1]12[CH2:10][CH:5]3[CH2:6][CH:7]([CH2:9][CH:3]([CH2:4]3)[CH:2]1[NH:11][C:12]([C:14]1[CH:15]=[N:16][N:17]([CH3:20])[C:18]=1[NH:24][CH2:23][CH2:21][OH:22])=[O:13])[CH2:8]2. Reported procedure: Heating a mixture of 5-chloro-1-methyl-1H-pyrazole-4-carboxylic acid adamantan-2-ylamide (Example 5, 59 mg; 0.20 mmol) and ethanolamine (0.20 mL; 3.3 mmol) under microwave irradiation according to the procedure described in Example 14 Step 2 provided after purification by reverse phase HPLC, 5-(2-hydroxy-ethylamino)-1-methyl-1H-pyrazole-4-carboxylic acid adamantan-2-ylamide (26 mg, 41%) as a white powder. ES-HRMS m/e calcd for C17H27N4O2 (M+H+) 319.2129, found 319.2127.